Dataset: the Open Reaction Database (ORD), a public repository of structured organic reaction records. Task: describe an organic reaction: reactants, conditions, products, and yield Starting materials: C1(=CC=CC=C1)N1N=C(C=C1CCC)CCC=O (3-(1-phenyl-5-propyl-1H-pyrazol-3-yl)propanal), [BH-](OC(=O)C)(OC(=O)C)OC(=O)C.[Na+] (NaBH(OAc)3), CC=1C=C(C=CC1C)N1CCNCC1 (1-(3,4-dimethylphenyl)piperazine), CCN(C(C)C)C(C)C (DIPEA). Product: CC=1C=C(C=CC1C)N1CCN(CC1)CCCC1=NN(C(=C1)CCC)C1=CC=CC=C1 (1-(3,4-dimethylphenyl)-4-(3-(1-phenyl-5-propyl-1H-pyrazol-3-yl)propyl)piperazine). RXN SMILES: [C:1]1([N:7]2[C:11]([CH2:12][CH2:13][CH3:14])=[CH:10][C:9]([CH2:15][CH2:16][CH:17]=O)=[N:8]2)[CH:6]=[CH:5][CH:4]=[CH:3][CH:2]=1.[CH3:19][C:20]1[CH:21]=[C:22]([N:27]2[CH2:32][CH2:31][NH:30][CH2:29][CH2:28]2)[CH:23]=[CH:24][C:25]=1[CH3:26].CCN(C(C)C)C(C)C.[BH-](OC(C)=O)(OC(C)=O)OC(C)=O.[Na+]>>[CH3:19][C:20]1[CH:21]=[C:22]([N:27]2[CH2:28][CH2:29][N:30]([CH2:17][CH2:16][CH2:15][C:9]3[CH:10]=[C:11]([CH2:12][CH2:13][CH3:14])[N:7]([C:1]4[CH:6]=[CH:5][CH:4]=[CH:3][CH:2]=4)[N:8]=3)[CH2:31][CH2:32]2)[CH:23]=[CH:24][C:25]=1[CH3:26] |f:3.4|. Procedure details: 159 mg (85%) of target compound was obtained by using a method same as in Example 1 by using 3-(1-phenyl-5-propyl-1H-pyrazol-3-yl)propanal (100 mg, 0.413 mmol), 1-(3,4-dimethylphenyl)piperazine (79 mg, 0.413 mmol), DIPEA (0.110 mL, 0.620 mmol) and NaBH(OAc)3 (263 mg, 1.239 mmol). The reactants are N1C(CCC1)=O.ClC1=C2NC=NC2=NC=N1 (6-chloropurine pyrrolidone), [N-]=[N+]=[N-].[Li+] (lithium azide). Solvent: CS(=O)C (dimethyl sulfoxide). Product: N1C(CCC1)=O.N(=[N+]=[N-])C1=C2NC=NC2=NC=N1 (6-azidopurine pyrrolidone). Reaction SMILES: [NH:1]1[CH2:5][CH2:4][CH2:3][C:2]1=[O:6].Cl[C:8]1[N:16]=[CH:15][N:14]=[C:13]2[C:9]=1[NH:10][CH:11]=[N:12]2.[N-:17]=[N+:18]=[N-:19].[Li+]>CS(C)=O>[NH:1]1[CH2:5][CH2:4][CH2:3][C:2]1=[O:6].[N:17]([C:8]1[N:16]=[CH:15][N:14]=[C:13]2[C:9]=1[NH:10][CH:11]=[N:12]2)=[N+:18]=[N-:19] |f:0.1,2.3,5.6|. Reported procedure: The 6-chloropurine pyrrolidone (1 mmol) is treated with lithium azide (2 mmol) in dimethyl sulfoxide (2 ml) at 30°-100° C. for several h. At the end of this time the mixture is evaporated under reduced pressure, dissolved in chloroform, washed with 10% sodium bicarbonate, and the organic layer dried over sodium sulfate and concentrated under reduced pressure. The residue is chromatographed on silica using a gradient of methanol in chloroform (0-25%).